Dataset: the Open Reaction Database (ORD), a public repository of structured organic reaction records. Task: describe an organic reaction: reactants, conditions, products, and yield Starting materials: C(C=C)(=O)N (acrylamide), C(C1=CC=CC=C1)N (benzylamine). Solvent: C(C)O (ethanol). Reaction conditions: temperature 60 celsius, time 8 hour. The product is C(C1=CC=CC=C1)NCCC(=O)N (3-Benzylaminopropionamide). As a reaction SMILES: [C:1]([NH2:5])(=[O:4])[CH:2]=[CH2:3].[CH2:6]([NH2:13])[C:7]1[CH:12]=[CH:11][CH:10]=[CH:9][CH:8]=1>C(O)C>[CH2:6]([NH:13][CH2:3][CH2:2][C:1]([NH2:5])=[O:4])[C:7]1[CH:12]=[CH:11][CH:10]=[CH:9][CH:8]=1. Procedure: To a solution of acrylamide (32 g) in ethanol (450 mL) was added benzylamine (59 mL), and the mixture was stirred at 60° C. overnight. The reaction mixture was concentrated under reduced pressure, and the residue was purified by column chromatography on silica gel (eluent: n-hexane/ethyl acetate=1/1-dichloromethane/methanol=50/1) to give the title compound (73.2 g).